Dataset: the Open Reaction Database (ORD), a public repository of structured organic reaction records. Task: describe an organic reaction: reactants, conditions, products, and yield Starting materials: Cl.Cl.Cl.S1C=CC=2C(=NC=CC21)N2CCN(CC2)CC[C@@H]2CC[C@H](CC2)N (trans-4-[2-(4-thieno[3,2-c]pyridin-4-yl-piperazin-1-yl)-ethyl]-cyclohexylamine trihydrochloride), Cl.Cl.Cl.S1C=CC=2C(=NC=CC21)N2CCN(CC2)CC[C@@H]2CC[C@H](CC2)N (trans-4-[2-(4-thieno[3,2-c]pyridin-4-yl-piperazin-1-yl)-ethyl]-cyclohexylamine trihydrochloride), O1CCC(CC1)CC(=O)O (tetrahydropyran-4-yl-acetic acid). Product: O1CCC(CC1)CC(=O)N[C@@H]1CC[C@H](CC1)CCN1CCN(CC1)C1=NC=CC2=C1C=CS2 (2-(Tetrahydro-pyran-4-yl)-N-{trans-4-[2-(4-thieno[3,2-c]pyridin-4-yl-piperazin-1-yl)-ethyl]-cyclohexyl}-acetamide). Reaction SMILES: Cl.Cl.Cl.[S:4]1[C:12]2[CH:11]=[CH:10][N:9]=[C:8]([N:13]3[CH2:18][CH2:17][N:16]([CH2:19][CH2:20][C@H:21]4[CH2:26][CH2:25][C@H:24]([NH2:27])[CH2:23][CH2:22]4)[CH2:15][CH2:14]3)[C:7]=2[CH:6]=[CH:5]1.[O:28]1[CH2:33][CH2:32][CH:31]([CH2:34][C:35](O)=[O:36])[CH2:30][CH2:29]1>>[O:28]1[CH2:33][CH2:32][CH:31]([CH2:34][C:35]([NH:27][C@H:24]2[CH2:25][CH2:26][C@H:21]([CH2:20][CH2:19][N:16]3[CH2:17][CH2:18][N:13]([C:8]4[C:7]5[CH:6]=[CH:5][S:4][C:12]=5[CH:11]=[CH:10][N:9]=4)[CH2:14][CH2:15]3)[CH2:22][CH2:23]2)=[O:36])[CH2:30][CH2:29]1 |f:0.1.2.3|. Procedure details: The title compound was prepared in analogy to example 4 starting from trans-4-[2-(4-thieno[3,2-c]pyridin-4-yl-piperazin-1-yl)-ethyl]-cyclohexylamine trihydrochloride (intermediate B) (150 mg, 0.33 mmol) and tetrahydropyran-4-yl-acetic acid (50 mg, 0.35 mmol). Purification by flash chromatography on silica gel (CH2Cl2/MeOH 95:5). Off-white crystals (108 mg, 69%), MS (ISP) m/z=471.2 [(M+H)+]. The reactants are Br, O, CCCCC(O)Cc1c(O)c2cccnc2n(-c2ccccc2)c1=O. Product: CCCCC1Cc2c(c3cccnc3n(-c3ccccc3)c2=O)O1. Reaction SMILES: [BrH:27].[OH2:26].[OH:1][c:2]1[c:3]([CH2:19][CH:20]([CH2:21][CH2:22][CH2:23][CH3:24])[OH:25])[c:4](=[O:18])[n:5](-[c:12]2[cH:13][cH:14][cH:15][cH:16][cH:17]2)[c:6]2[n:7][cH:8][cH:9][cH:10][c:11]12>>[c:2]12[c:3]([c:4](=[O:18])[n:5](-[c:12]3[cH:13][cH:14][cH:15][cH:16][cH:17]3)[c:6]3[n:7][cH:8][cH:9][cH:10][c:11]13)[CH2:19][CH:20]([CH2:21][CH2:22][CH2:23][CH3:24])[O:25]2. RXN SMILES: [CH3:1][O:2][c:3]1[cH:4][cH:5][cH:6][c:7]2[c:8]([NH:14][c:15]3[c:16]([CH3:21])[cH:17][cH:18][cH:19][cH:20]3)[n:9][c:10]([Cl:13])[n:11][c:12]12.[CH3:30][CH2:31][OH:32].[NH2:22][c:23]1[c:24]([CH3:29])[cH:25][cH:26][cH:27][cH:28]1>>[CH3:1][O:2][c:3]1[cH:4][cH:5][cH:6][c:7]2[c:8]([NH:14][c:15]3[c:16]([CH3:21])[cH:17][cH:18][cH:19][cH:20]3)[n:9][c:10]([NH:22][c:23]3[c:24]([CH3:29])[cH:25][cH:26][cH:27][cH:28]3)[n:11][c:12]12. Reactants: COc1cccc2c(Nc3ccccc3C)nc(Cl)nc12, CCO, Cc1ccccc1N. The product is COc1cccc2c(Nc3ccccc3C)nc(Nc3ccccc3C)nc12. Starting materials: O=C([O-])[O-], Cc1cc2cccnc2c2ncccc12, [Cs+], [Cs+], [Cu]I, COc1ccc(I)cc1, OC1CCCC1. The product is COc1ccc(OC2CCCC2)cc1. Reaction SMILES: [C:16](=[O:17])([O-:18])[O-:19].[CH3:1][c:2]1[cH:3][c:4]2[c:5]([n:6][cH:7][cH:8][cH:9]2)[c:10]2[c:11]1[cH:12][cH:13][cH:14][n:15]2.[Cs+:20].[Cs+:21].[Cu:37][I:38].[I:22][c:23]1[cH:24][cH:25][c:26]([O:29][CH3:30])[cH:27][cH:28]1.[OH:31][CH:32]1[CH2:33][CH2:34][CH2:35][CH2:36]1>>[c:23]1([O:31][CH:32]2[CH2:33][CH2:34][CH2:35][CH2:36]2)[cH:24][cH:25][c:26]([O:29][CH3:30])[cH:27][cH:28]1.